This data is from the Open Reaction Database (ORD), a public repository of structured organic reaction records. The task is: describe an organic reaction: reactants, conditions, products, and yield Starting materials: C(C)I (ethyl iodide), [Na] (sodium), C(C)OC(CN(C1CCCC1)C(C(CS)C)=O)=O (N-(3-mercapto-2-methyl propanoyl)-N-cyclopentyl glycine ethyl ester). The solvent is C(C)O (ethanol), C(C)O (ethanol), C(C)O (ethanol). Reaction conditions: time 1 hour. Product: C(C)OC(CN(C1CCCC1)C(C(CSCC)C)=O)=O (N-(3-Ethylthio-2-methylpropanoyl)-N-cyclopentyl glycine-ethyl ester). RXN SMILES: [Na].[CH2:2]([O:4][C:5](=[O:19])[CH2:6][N:7]([C:13](=[O:18])[CH:14]([CH3:17])[CH2:15][SH:16])[CH:8]1[CH2:12][CH2:11][CH2:10][CH2:9]1)[CH3:3].[CH2:20](I)[CH3:21]>C(O)C>[CH2:2]([O:4][C:5](=[O:19])[CH2:6][N:7]([C:13](=[O:18])[CH:14]([CH3:17])[CH2:15][S:16][CH2:20][CH3:21])[CH:8]1[CH2:9][CH2:10][CH2:11][CH2:12]1)[CH3:3] |^1:0|. Procedure details: To a solution of 0.45 g (0.02M) of sodium in 50 ml ethanol was dropwise added a solution of 4.8 g of N-(3-mercapto-2-methyl propanoyl)-N-cyclopentyl glycine ethyl ester in 10 ml ethanol and stirring continued for 1 hour. Then, 3.04 g (0.02M) ethyl iodide in 5 ml ethanol was added and stirring continued for 4 hours. The solution was concentrated in vacuum, diluted with ether, washed with water, dried over MgSO4 and evaporated to dryness. The oily residue was chromatographed by HPLC using EtOAc-he... The reactants are ClCCN(S(=O)(=O)C1=CC=C(C=C1)C)CCCl (N,N-Bis(2-chloroethyl)-4-methylbenzenesulfonamide), BrC1=CC=C(C=C1)[C@@H](C)N ((R)-1-(4-bromophenyl)ethanamine), CCO.O (EtOH water). The solvent is CCN(C(C)C)C(C)C (DIPEA). Run at temperature 125 celsius. Product: BrC1=CC=C(C=C1)[C@@H](C)N1CCN(CC1)S(=O)(=O)C1=CC=C(C)C=C1 ((R)-1-[1-(4-bromophenyl)ethyl]-4-tosylpiperazine). Yield: 81.9%. Reaction SMILES: Cl[CH2:2][CH2:3][N:4]([CH2:15][CH2:16]Cl)[S:5]([C:8]1[CH:13]=[CH:12][C:11]([CH3:14])=[CH:10][CH:9]=1)(=[O:7])=[O:6].[Br:18][C:19]1[CH:24]=[CH:23][C:22]([C@H:25]([NH2:27])[CH3:26])=[CH:21][CH:20]=1.CCO.O>CCN(C(C)C)C(C)C>[Br:18][C:19]1[CH:24]=[CH:23][C:22]([C@H:25]([N:27]2[CH2:16][CH2:15][N:4]([S:5]([C:8]3[CH:13]=[CH:12][C:11]([CH3:14])=[CH:10][CH:9]=3)(=[O:7])=[O:6])[CH2:3][CH2:2]2)[CH3:26])=[CH:21][CH:20]=1 |f:2.3|. Reported procedure: N,N-Bis(2-chloroethyl)-4-methylbenzenesulfonamide (4.0 g, 13.50 mmol) and (R)-1-(4-bromophenyl)ethanamine (2.57 g, 12.83 mmol) in DIPEA (5 mL) were stirred and heated at 125° C. for 32 hours. The resulting dark mixture was cooled to 80° C. then a mixture of EtOH/water (70/30, 20 mL) added slowly to give a brown precipitate. The precipitate was collected by filtration, washed with EtOH/water (70/30) and iso-hexane and air dried to afford (R)-1-[1-(4-bromophenyl)ethyl]-4-tosylpiperazine (4.45 g, 7... Starting materials: C1CCOC1, Cc1ccccc1CC#N, CC(C)(C)OC(=O)N(CCCl)CCCl, [H-], [Na+], CN(C)C=O. The product is Cc1ccccc1C1(C#N)CCN(C(=O)OC(C)(C)C)CC1. RXN SMILES: [CH2:27]1[O:28][CH2:29][CH2:30][CH2:31]1.[CH3:15][c:16]1[c:17]([CH2:22][C:23]#[N:24])[cH:18][cH:19][cH:20][cH:21]1.[Cl:1][CH2:2][CH2:3][N:4]([C:5](=[O:6])[O:7][C:8]([CH3:9])([CH3:10])[CH3:11])[CH2:12][CH2:13][Cl:14].[H-:26].[Na+:25].[O:32]=[CH:33][N:34]([CH3:35])[CH3:36]>>[CH2:2]1[CH2:3][N:4]([C:5](=[O:6])[O:7][C:8]([CH3:9])([CH3:10])[CH3:11])[CH2:12][CH2:13][C:22]1([c:17]1[c:16]([CH3:15])[cH:21][cH:20][cH:19][cH:18]1)[C:23]#[N:24]. The reactants are N#N.C(C1=CC=CC=C1)OC(=O)N[C@H]([C@@H](C[C@@]1(N(CCC1)C(C)(C)C)C(=O)N)O)CC1=CC2=CC=CC=C2C=C1 (N2 [3(S)-(benzyloxyformamido)-2(R)-hydroxy-4-(2-naphthyl)butyl]-N1 -tert.butyl-L-prolinamide). Reagents/catalysts: [Pd] (palladium-on-carbon). Run in C(C)O (ethanol). Product: N#N.N[C@H]([C@@H](C[C@@]1(N(CCC1)C(C)(C)C)C(=O)N)O)CC1=CC2=CC=CC=C2C=C1 (N2 [3(S)-amino-2(R)-hydroxy-L-(2-naphthyl)butyl]-N1 -tert.butyl-L-prolinamide). The yield is 98.8%. Reaction SMILES: [N:1]#[N:2].C(OC([NH:13][C@@H:14]([CH2:30][C:31]1[CH:40]=[CH:39][C:38]2[C:33](=[CH:34][CH:35]=[CH:36][CH:37]=2)[CH:32]=1)[C@H:15]([OH:29])[CH2:16][C@@:17]1([C:26]([NH2:28])=[O:27])[CH2:21][CH2:20][CH2:19][N:18]1[C:22]([CH3:25])([CH3:24])[CH3:23])=O)C1C=CC=CC=1>C(O)C.[Pd]>[N:1]#[N:2].[NH2:13][C@@H:14]([CH2:30][C:31]1[CH:40]=[CH:39][C:38]2[C:33](=[CH:34][CH:35]=[CH:36][CH:37]=2)[CH:32]=1)[C@H:15]([OH:29])[CH2:16][C@@:17]1([C:26]([NH2:28])=[O:27])[CH2:21][CH2:20][CH2:19][N:18]1[C:22]([CH3:25])([CH3:23])[CH3:24] |f:0.1,4.5|. Procedure: A solution of 0.725 g of N2 -[3(S)-(benzyloxyformamido)-2(R)-hydroxy-4-(2-naphthyl)butyl]-N1 -tert.butyl-L-prolinamide was dissolved in 25 ml of ethanol and hydrogenated at room temperature and under atmospheric pressure over 0.5 g of 10% palladium-on-carbon for 20 hours. The catalyst was filtered off and the filtrate was evaporated to give 0.54 g of N2 -[3(S)-amino-2(R)-hydroxy-L-(2-naphthyl)butyl]-N1 -tert.butyl-L-prolinamide as a white foam which was used without further purification.